Task: describe an organic reaction: reactants, conditions, products, and yield. Dataset: the Open Reaction Database (ORD), a public repository of structured organic reaction records Starting materials: NC=1SC(=C(N1)C)C1=NC=CC(=C1)C (2-amino-4-methyl-5-(4-methylpyridin-2-yl)thiazole), COC(N(C)C)OC (N,N-dimethylformamide dimethyl acetal). Yields the product CN(C=NC=1SC(=C(N1)C)C1=NC=CC(=C1)C)C (N,N-dimethyl-N′-(4-methyl-5-(4-methylpyridin-2-yl)thiazol-2-yl)-formamidine). As a reaction SMILES: [NH2:1][C:2]1[S:3][C:4]([C:8]2[CH:13]=[C:12]([CH3:14])[CH:11]=[CH:10][N:9]=2)=[C:5]([CH3:7])[N:6]=1.CO[CH:17](OC)[N:18]([CH3:20])[CH3:19]>>[CH3:17][N:18]([CH3:20])[CH:19]=[N:1][C:2]1[S:3][C:4]([C:8]2[CH:13]=[C:12]([CH3:14])[CH:11]=[CH:10][N:9]=2)=[C:5]([CH3:7])[N:6]=1. Procedure: A solution of 2-amino-4-methyl-5-(4-methylpyridin-2-yl)thiazole (300 mg) in N,N-dimethylformamide dimethyl acetal (1.5 ml) was stirred at ambient temperature for 14 hours and evaporated under reduced pressure. The residue was triturated with 2-propanol (1 ml) and diisopropyl ether, and the solid was collected by filtration, washed with diisopropyl ether and dried under reduced pressure to give N,N-dimethyl-N′-(4-methyl-5-(4-methylpyridin-2-yl)thiazol-2-yl)-formamidine (268 mg). As a reaction SMILES: [CH3:1][N:2]([CH3:8])[CH2:3][C:4]([CH3:7])([OH:6])[CH3:5].[Br:9][C:10]1[N:11]=[N:12][C:13](Br)=[CH:14][CH:15]=1.[H-].[Na+]>C1COCC1>[Br:9][C:10]1[N:11]=[N:12][C:13]([O:6][C:4]([CH3:7])([CH3:5])[CH2:3][N:2]([CH3:8])[CH3:1])=[CH:14][CH:15]=1 |f:2.3|. Isolated yield 65.1%. Reported procedure: In a 100 mL round bottom flask was added 1-(dimethylamino)-2-methylpropan-2-ol (1.48 g, 12.6 mmol, Eq: 1.5), THF and 3,6-dibromopyridazine (2 g, 8.41 mmol, Eq: 1.00). The flask was cooled to 0° C. followed by addition of NaH (572 mg, 14.3 mmol, Eq: 1.7) in one portion. The turbid reaction mixture was allowed to warm to room temperature and was stirred at room temperature overnight. The resultant black reaction mixture was absorbed onto silica gel and purified by LC chromatography eluting with 0-... Reaction conditions: temperature 0 celsius, time 8 hour. Starting materials: CN(CC(C)(O)C)C (1-(dimethylamino)-2-methylpropan-2-ol), BrC=1N=NC(=CC1)Br (3,6-dibromopyridazine), [H-].[Na+] (NaH). The product is BrC1=CC=C(N=N1)OC(CN(C)C)(C)C ([2-(6-Bromo-pyridazin-3-yloxy)-2-methyl-propyl]-dimethyl-amine). The solvent is C1CCOC1 (THF). The reactants are N[C@H](CO)CCN1CC(C1)OC1=CC=C(C=C1)Cl ((S)-2-amino-4-[3-(4-chloro-phenoxy)-azetidin-1-yl]-butan-1-ol), C1(=CC=CC=C1)OC(NC=1N(N=C(C1)CC)C)=O ((5-Ethyl-2-methyl-2H-pyrazol-3-yl)-carbamic acid phenyl ester). The solvent is CS(=O)C (DMSO). Yields the product ClC1=CC=C(OC2CN(C2)CC[C@@H](CO)NC(=O)NC=2N(N=C(C2)CC)C)C=C1 (1-{(S)-3-[3-(4-Chloro-phenoxy)-azetidin-1-yl]-1-hydroxymethyl-propyl}-3-(5-ethyl-2-methyl-2H-pyrazol-3-yl)-urea). RXN SMILES: [NH2:1][C@@H:2]([CH2:5][CH2:6][N:7]1[CH2:10][CH:9]([O:11][C:12]2[CH:17]=[CH:16][C:15]([Cl:18])=[CH:14][CH:13]=2)[CH2:8]1)[CH2:3][OH:4].C1([O:25][C:26](=O)[NH:27][C:28]2[N:29]([CH3:35])[N:30]=[C:31]([CH2:33][CH3:34])[CH:32]=2)C=CC=CC=1>CS(C)=O>[Cl:18][C:15]1[CH:14]=[CH:13][C:12]([O:11][CH:9]2[CH2:10][N:7]([CH2:6][CH2:5][C@H:2]([NH:1][C:26]([NH:27][C:28]3[N:29]([CH3:35])[N:30]=[C:31]([CH2:33][CH3:34])[CH:32]=3)=[O:25])[CH2:3][OH:4])[CH2:8]2)=[CH:17][CH:16]=1. Reported procedure: A solution of (S)-2-amino-4-[3-(4-chloro-phenoxy)-azetidin-1-yl]-butan-1-ol (0.45 g, 2 mmol) and (5-Ethyl-2-methyl-2H-pyrazol-3-yl)-carbamic acid phenyl ester (0.49 g, 1.66 mmol) in DMSO (5 ml) is stirred at ambient temperature for 1 hour, then partitioned between water and ethylacetate. The organic phase is dried over MgSO4 and evaporated. The crude product is purified by recrystallisation from hot ethylacetate to afford 1-{(S)-3-[3-(4-Chloro-phenoxy)-azetidin-1-yl]-1-hydroxymethyl-propyl}-3-(5...